Dataset: the Open Reaction Database (ORD), a public repository of structured organic reaction records. Task: describe an organic reaction: reactants, conditions, products, and yield Reactants: FC(C(=O)N1CCC2=C(CC1)C=C(C=C2)CCCCCCCC)(F)F (2,2,2-Trifluoro-1-(7-octyl-1,2,4,5-tetrahydrobenzo[d]azepin-3-yl)ethanone), C(=O)(O)[O-].[Na+] (NaHCO3). Run in CO (MeOH), O (H2O). Yields the product C(CCCCCCC)C1=CC2=C(CCNCC2)C=C1 (7-Octyl-2,3,4,5-tetrahydro-1H-benzo[d]azepine). The yield is 98.4%. As a reaction SMILES: FC(F)(F)C([N:5]1[CH2:11][CH2:10][C:9]2[CH:12]=[C:13]([CH2:16][CH2:17][CH2:18][CH2:19][CH2:20][CH2:21][CH2:22][CH3:23])[CH:14]=[CH:15][C:8]=2[CH2:7][CH2:6]1)=O.C([O-])(O)=O.[Na+]>CO.O>[CH2:16]([C:13]1[CH:14]=[CH:15][C:8]2[CH2:7][CH2:6][NH:5][CH2:11][CH2:10][C:9]=2[CH:12]=1)[CH2:17][CH2:18][CH2:19][CH2:20][CH2:21][CH2:22][CH3:23] |f:1.2|. Procedure: To a solution of the product of Step D (0.17 g, 0.47 mmol) in a mixture of MeOH and H2O (10 ml: 1 ml), NaHCO3 (0.3 g, 3.6 mmol) was added and the reaction mixture was stirred at reflux for 2 h. The solvents were evaporated and the residue was diluted to 20 ml with EtOAc and washed with H2O, dried over MgSO4, filtered and the filtrate evaporated to dryness to give the title compound (0.12 g; 100%), as pale oil. 1H-NMR (CDCl3) 0.86 (tr, 3H, J=6.93 Hz); 1.25-1.28 (m, 12H), 1.45-1.6 (m, 2H); 2.52 (t...